Dataset: the Open Reaction Database (ORD), a public repository of structured organic reaction records. Task: describe an organic reaction: reactants, conditions, products, and yield Reactants: FCC1(OCC(CO1)CO)CF ((2,2-bis(fluoromethyl)-1,3-dioxan-5-yl)methanol), [H-].[Na+] (sodium hydride), ClC1=C(C(=[N+](C=C1)[O-])C)C (4-chloro-2,3-dimethylpyridine 1-oxide). Run in CS(=O)C (dimethylsulfoxide). Run at temperature 60 celsius, time 2 hour. Product: FCC1(OCC(CO1)COC1=C(C(=[N+](C=C1)[O-])C)C)CF (4-((2,2-bis(fluoromethyl)-1,3-dioxan-5-yl)methoxy)-2,3-dimethylpyridine 1-oxide). Isolated yield 59.8%. RXN SMILES: [F:1][CH2:2][C:3]1([CH2:11][F:12])[O:8][CH2:7][CH:6]([CH2:9][OH:10])[CH2:5][O:4]1.[H-].[Na+].Cl[C:16]1[CH:21]=[CH:20][N+:19]([O-:22])=[C:18]([CH3:23])[C:17]=1[CH3:24]>CS(C)=O>[F:1][CH2:2][C:3]1([CH2:11][F:12])[O:4][CH2:5][CH:6]([CH2:9][O:10][C:16]2[CH:21]=[CH:20][N+:19]([O-:22])=[C:18]([CH3:23])[C:17]=2[CH3:24])[CH2:7][O:8]1 |f:1.2|. Procedure details: To a dimethylsulfoxide (10 ml) solution of the (2,2-bis(fluoromethyl)-1,3-dioxan-5-yl)methanol (1.6 g, 8.98 mmol) obtained in the step (7a), sodium hydride, in oil (431 mg, 9.88 mmol as the content was regarded as 55%) was added at room temperature. To the mixture, 4-chloro-2,3-dimethylpyridine 1-oxide (1.42 g, 8.98 mmol) was added and the mixture was stirred at 60° C. for 2 hours. After the reaction mixture was cooled to room temperature, it was concentrated under reduced pressure. The residue ... Reactants: CI, CCC(C)c1n[nH]c(=S)n(N)c1=O, [Na+], [OH-], O. The product is CCC(C)c1nnc(SC)n(N)c1=O. Reaction SMILES: [CH3:1][I:2].[NH2:3][n:4]1[c:5](=[S:15])[nH:6][n:7][c:8]([CH:11]([CH3:12])[CH2:13][CH3:14])[c:9]1=[O:10].[Na+:17].[OH-:16].[OH2:18]>>[CH3:1][S:15][c:5]1[n:4]([NH2:3])[c:9](=[O:10])[c:8]([CH:11]([CH3:12])[CH2:13][CH3:14])[n:7][n:6]1. Procedure: 3-(3-tert-Butoxycarbonylaminomethylpyrrolidin-1-yl)propylamine (5 g) was dissolved in dimethylformamide (50 ml) and 4-amino-5-chloro-2-methoxybenzoic acid (3.9 g) and 1-hydroxybenzotriazole (3.2 g) were added. The mixture was stirred at 0° C. for 15 min and 1-ethyl-3-(3-dimethylaminopropyl)carbodiimide (4.5 g) was added, followed by stirring at room temperature for 10 hr. The reaction mixture was concentrated under reduced pressure, and aqueous potassium carbonate solution was added to the resid... Solvent: CN(C=O)C (dimethylformamide). Starting materials: C(C)N=C=NCCCN(C)C (1-ethyl-3-(3-dimethylaminopropyl)carbodiimide), NC1=CC(=C(C(=O)O)C=C1Cl)OC (4-amino-5-chloro-2-methoxybenzoic acid), ON1N=NC2=C1C=CC=C2 (1-hydroxybenzotriazole), C(C)(C)(C)OC(=O)NCC1CN(CC1)CCCN (3-(3-tert-Butoxycarbonylaminomethylpyrrolidin-1-yl)propylamine). RXN SMILES: [C:1]([O:5][C:6]([NH:8][CH2:9][CH:10]1[CH2:14][CH2:13][N:12]([CH2:15][CH2:16][CH2:17][NH2:18])[CH2:11]1)=[O:7])([CH3:4])([CH3:3])[CH3:2].[NH2:19][C:20]1[C:28]([Cl:29])=[CH:27][C:23]([C:24](O)=[O:25])=[C:22]([O:30][CH3:31])[CH:21]=1.ON1C2C=CC=CC=2N=N1.C(N=C=NCCCN(C)C)C>CN(C)C=O>[NH2:19][C:20]1[C:28]([Cl:29])=[CH:27][C:23]([C:24]([NH:18][CH2:17][CH2:16][CH2:15][N:12]2[CH2:13][CH2:14][CH:10]([CH2:9][NH:8][C:6]([O:5][C:1]([CH3:4])([CH3:3])[CH3:2])=[O:7])[CH2:11]2)=[O:25])=[C:22]([O:30][CH3:31])[CH:21]=1. Conditions: temperature 0 celsius, time 15 minute. The yield is 39.9%. The product is NC1=CC(=C(C(=O)NCCCN2CC(CC2)CNC(=O)OC(C)(C)C)C=C1Cl)OC (4-amino-N-(3-(3-tert-butoxycarbonylaminomethylpyrrolidin-1-yl)propyl)-5-chloro-2-methoxybenzamide). Starting materials: COCC(=O)NC1=CC=C(C=C1)C1=NC=C(C(=N1)O)C(=O)O (2-[4-(methoxyacetylamino)phenyl]-4-hydroxy-5-pyrimidine carboxylic acid), C(=O)(N1C=NC=C1)N1C=NC=C1 (carbonyldiimidazole), CN(C=O)C (dimethylformamide). Run in CCOCC (ether). Run at time 2 hour. Product: [N-]1C=NC=C1.COCC(=O)NC1=CC=C(C=C1)C1=NC=C(C(=N1)O)C(=O)O (2-[4-(methoxyacetylamino)phenyl]-4-hydroxy-5-pyrimidine carboxylic acid imidazolide). Isolated yield 158.8%. As a reaction SMILES: [CH3:1][O:2][CH2:3][C:4]([NH:6][C:7]1[CH:12]=[CH:11][C:10]([C:13]2[N:18]=[C:17]([OH:19])[C:16]([C:20]([OH:22])=[O:21])=[CH:15][N:14]=2)=[CH:9][CH:8]=1)=[O:5].C(N1C=CN=C1)(N1C=CN=C1)=O.CN(C)C=O>CCOCC>[N-:18]1[CH:17]=[CH:16][N:14]=[CH:13]1.[CH3:1][O:2][CH2:3][C:4]([NH:6][C:7]1[CH:8]=[CH:9][C:10]([C:13]2[N:18]=[C:17]([OH:19])[C:16]([C:20]([OH:22])=[O:21])=[CH:15][N:14]=2)=[CH:11][CH:12]=1)=[O:5] |f:4.5|. Reported procedure: A mixture of 3.03 g (10 mmol) of the above pyrimidine acid 3.2 g (20 mmol) of carbonyldiimidazole, and 40 ml of dimethylformamide is stirred at 50° for 1 hr and at room temperature for 2 hrs. The reaction is diluted with 50 ml of ether and the solid filtered, washed with acetonitrile and ether, and dried to give 2.94 g of 2-[4-(methoxyacetylamino)phenyl]-4-hydroxy-5-pyrimidine carboxylic acid imidazolide. The reactants are COC(=O)C1OC(Oc2ccc(COC(=O)N3CCOC3CCCO[Si](c3ccccc3)(c3ccccc3)C(C)(C)C)cc2NC(=O)CCNC(=O)OCC2c3ccccc3-c3ccccc32)C(OC(C)=O)C(OC(C)=O)C1OC(C)=O, O=C([O-])O, C1CCOC1, [Na+], c1ccncc1. Reaction SMILES: [C:1]([Si:2]([c:3]1[cH:4][cH:5][cH:71][cH:72][cH:73]1)([O:6][CH2:7][CH2:8][CH2:9][CH:10]1[O:11][CH2:12][CH2:13][N:14]1[C:15](=[O:16])[O:17][CH2:18][c:19]1[cH:20][c:21]([NH:48][C:49]([CH2:50][CH2:51][NH:52][C:53](=[O:54])[O:55][CH2:56][CH:57]2[c:58]3[cH:59][cH:60][cH:61][cH:62][c:63]3-[c:64]3[cH:65][cH:66][cH:67][cH:68][c:69]32)=[O:70])[c:22]([O:25][CH:26]2[O:27][CH:28]([C:44](=[O:45])[O:46][CH3:47])[CH:29]([O:40][C:41]([CH3:42])=[O:43])[CH:30]([O:36][C:37]([CH3:38])=[O:39])[CH:31]2[O:32][C:33]([CH3:34])=[O:35])[cH:23][cH:24]1)[c:74]1[cH:75][cH:76][cH:77][cH:78][cH:79]1)([CH3:80])([CH3:81])[CH3:82].[C:83](=[O:84])([OH:85])[O-:86].[CH2:88]1[O:89][CH2:90][CH2:91][CH2:92]1.[Na+:87].[cH:93]1[cH:94][cH:95][n:96][cH:97][cH:98]1>>[OH:6][CH2:7][CH2:8][CH2:9][CH:10]1[O:11][CH2:12][CH2:13][N:14]1[C:15](=[O:16])[O:17][CH2:18][c:19]1[cH:20][c:21]([NH:48][C:49]([CH2:50][CH2:51][NH:52][C:53](=[O:54])[O:55][CH2:56][CH:57]2[c:58]3[cH:59][cH:60][cH:61][cH:62][c:63]3-[c:64]3[cH:65][cH:66][cH:67][cH:68][c:69]32)=[O:70])[c:22]([O:25][CH:26]2[O:27][CH:28]([C:44](=[O:45])[O:46][CH3:47])[CH:29]([O:40][C:41]([CH3:42])=[O:43])[CH:30]([O:36][C:37]([CH3:38])=[O:39])[CH:31]2[O:32][C:33]([CH3:34])=[O:35])[cH:23][cH:24]1. The product is COC(=O)C1OC(Oc2ccc(COC(=O)N3CCOC3CCCO)cc2NC(=O)CCNC(=O)OCC2c3ccccc3-c3ccccc32)C(OC(C)=O)C(OC(C)=O)C1OC(C)=O. Reactants: C(C)(=O)C=1C=NC=CC1CC1C(C2=CC=C(C=C2CC1)OC)=O (2-[(3-acetyl-4-pyridyl)methyl]-6-methoxy-tetralin-1-one), CC=1C=C(CBr)C=CC1 (3-methylbenzyl bromide). The product is [Br-].C(C)(=O)C=1C=[N+](C=CC1CC1C(C2=CC=C(C=C2CC1)OC)=O)CC=1C=C(C=CC1)C (2-[[3-acetyl-1-(m-tolylmethyl)pyridin-1-ium-4-yl]methyl]-6-methoxy-tetralin-1-one bromide). RXN SMILES: [C:1]([C:4]1[CH:5]=[N:6][CH:7]=[CH:8][C:9]=1[CH2:10][CH:11]1[CH2:20][CH2:19][C:18]2[C:13](=[CH:14][CH:15]=[C:16]([O:21][CH3:22])[CH:17]=2)[C:12]1=[O:23])(=[O:3])[CH3:2].[CH3:24][C:25]1[CH:26]=[C:27]([CH:30]=[CH:31][CH:32]=1)[CH2:28][Br:29]>>[Br-:29].[C:1]([C:4]1[CH:5]=[N+:6]([CH2:24][C:25]2[CH:26]=[C:27]([CH3:28])[CH:30]=[CH:31][CH:32]=2)[CH:7]=[CH:8][C:9]=1[CH2:10][CH:11]1[CH2:20][CH2:19][C:18]2[C:13](=[CH:14][CH:15]=[C:16]([O:21][CH3:22])[CH:17]=2)[C:12]1=[O:23])(=[O:3])[CH3:2] |f:2.3|. Reported procedure: The title compound 120 is prepared according to the procedure reported in Example 38.1 with compound 103 (62 mg, 0.2 mmol) and 3-methylbenzyl bromide (46 μL, 0.34 mmol) as reactants. White solid. (Yield 79.3 mg, 80%). The reactants are Br, CCOC(=O)c1ccccc1Oc1ccc(Br)cc1, O. The product is BrCc1ccccc1Oc1ccc(Br)cc1. As a reaction SMILES: [BrH:20].[CH2:1]([O:2][C:4](=[O:3])[c:5]1[c:6]([O:11][c:12]2[cH:13][cH:14][c:15]([Br:18])[cH:16][cH:17]2)[cH:7][cH:8][cH:9][cH:10]1)[CH3:19].[OH2:21]>>[CH2:4]([c:5]1[c:6]([O:11][c:12]2[cH:13][cH:14][c:15]([Br:18])[cH:16][cH:17]2)[cH:7][cH:8][cH:9][cH:10]1)[Br:20].